The task is: describe an organic reaction: reactants, conditions, products, and yield. This data is from the Open Reaction Database (ORD), a public repository of structured organic reaction records. Starting materials: ClC=1C=C(C=C(C1)Cl)SC=1N(C(N(C1CO)C)=O)C(C)C (4-(3,5-dichlorophenylthio)-5-(hydroxymethyl)-3-isopropyl-1-methyl-1,3-dihydro-2-imidazolone), C1(=CC=CC=C1)O (phenol), C1(=CC=CC=C1)P(C1=CC=CC=C1)C1=CC=CC=C1 (triphenylphosphine), CC(C)OC(=O)/N=N/C(=O)OC(C)C (diisopropylazodicarboxylate). The solvent is C(C)(=O)OCC (ethyl acetate), O1CCCC1 (tetrahydrofuran), O1CCCC1 (tetrahydrofuran). Reaction conditions: time 8 hour. The product is ClC=1C=C(C=C(C1)Cl)SC=1N(C(N(C1CC1=C(C=CC=C1)O)C)=O)C(C)C (4-(3,5-Dichlorophenylthio)-5-(2-hydroxybenzyl)-3-isopropyl-1-methyl-1,3-dihydro -2-imidazolone). Isolated yield 13.1%. Reaction SMILES: [Cl:1][C:2]1[CH:3]=[C:4]([S:9][C:10]2[N:11]([CH:19]([CH3:21])[CH3:20])[C:12](=[O:18])[N:13]([CH3:17])[C:14]=2[CH2:15]O)[CH:5]=[C:6]([Cl:8])[CH:7]=1.[C:22]1([OH:28])[CH:27]=[CH:26][CH:25]=[CH:24][CH:23]=1.C1(P(C2C=CC=CC=2)C2C=CC=CC=2)C=CC=CC=1.CC(OC(/N=N/C(OC(C)C)=O)=O)C>O1CCCC1.C(OCC)(=O)C>[Cl:1][C:2]1[CH:3]=[C:4]([S:9][C:10]2[N:11]([CH:19]([CH3:21])[CH3:20])[C:12](=[O:18])[N:13]([CH3:17])[C:14]=2[CH2:15][C:23]2[CH:24]=[CH:25][CH:26]=[CH:27][C:22]=2[OH:28])[CH:5]=[C:6]([Cl:8])[CH:7]=1. Procedure details: To a solution of 100 mg of 4-(3,5-dichlorophenylthio)-5-(hydroxymethyl)-3-isopropyl-1-methyl-1,3-dihydro-2-imidazolone, 30 mg of phenol and 100 mg of triphenylphosphine in 5 mL of tetrahydrofuran at 0° C. was added 70 μL of diisopropylazodicarboxylate in 5 mL of tetrahydrofuran over 20 min. The reaction was stirred overnight warming to room temperature. The mixture was then diluted with ethyl acetate and washed with 0.5N hydrochloric acid solution then 0.5N sodium hydroxide solution, dried, conc... The reactants are NC=1C=NC2=C(CCN(CC2)C(=O)OCC)N1 (ethyl 2-amino-6,7,8,9-tetrahydro-5H-pyrazino[2,3-d]azepine-7-carboxylate), [OH-].[K+] (potassium hydroxide). The solvent is C(C)O (ethanol). Conditions: temperature 100 celsius. Yields the product NC=1C=NC2=C(CCNCC2)N1 (2-Amino-6,7,8,9-tetrahydro-5H-pyrazino[2,3-d]azepine). Reaction SMILES: [NH2:1][C:2]1[CH:3]=[N:4][C:5]2[CH2:11][CH2:10][N:9](C(OCC)=O)[CH2:8][CH2:7][C:6]=2[N:17]=1.[OH-].[K+]>C(O)C>[NH2:1][C:2]1[CH:3]=[N:4][C:5]2[CH2:11][CH2:10][NH:9][CH2:8][CH2:7][C:6]=2[N:17]=1 |f:1.2|. Reported procedure: 11.15 gm (47.2 mmols) of ethyl 2-amino-6,7,8,9-tetrahydro-5H-pyrazino[2,3-d]azepine-7-carboxylate were dissolved in 300 ml of ethanol, and the solution was admixed with 30 gm of potassium hydroxide. The mixture was evaporated to dryness, and the residue was heated for 3 hours at 100° C. and then taken up in water. The aqueous solution was extracted with chloroform with the aid of a heavy phase perforator, and the chloroform extract solution was purified on a silicagel column with chloroform/meth...